This data is from the Open Reaction Database (ORD), a public repository of structured organic reaction records. The task is: describe an organic reaction: reactants, conditions, products, and yield Starting materials: [N+](=[N-])=C (diazomethane), CC(C)(C)[Si](O[C@@H](CC(=O)OC)CP(=O)(OC)C#CC=1C(=NC2=CC=CC=C2C1C1=CC=C(C=C1)F)C(C)C)(C1=CC=CC=C1)C1=CC=CC=C1 ((S)-3-[[(1,1-Dimethylethyl)diphenylsilyl]oxy]-4-[[[4-(4-fluorophenyl)-2-(1-methylethyl)-3-quinolinyl]ethynyl]methoxyphosphinyl]butanoic acid, methyl ester), [F-].C(CCC)[N+](CCCC)(CCCC)CCCC (tetra-n-butylammonium fluoride), CC(=O)O (HOAc). Solvent: CO (MeOH), C1CCOC1 (THF), CCOCC (Et2O). Conditions: time 18 hour. The product is FC1=CC=C(C=C1)C1=C(C(=NC2=CC=CC=C12)C(C)C)C#CP(=O)(C[C@H](CC(=O)OC)O)OC ((S)-4-[[[4-(4-Fluorophenyl)-2-(1-methylethyl)-3-quinolinyl]ethynyl]-methoxyphosphinyl]-3-hydroxybutanoic acid, methyl ester). Isolated yield 87.9%. Reaction SMILES: CC([Si](C1C=CC=CC=1)(C1C=CC=CC=1)[O:6][C@H:7]([CH2:13][P:14]([C:18]#[C:19][C:20]1[C:21]([CH:37]([CH3:39])[CH3:38])=[N:22][C:23]2[C:28]([C:29]=1[C:30]1[CH:35]=[CH:34][C:33]([F:36])=[CH:32][CH:31]=1)=[CH:27][CH:26]=[CH:25][CH:24]=2)([O:16][CH3:17])=[O:15])[CH2:8][C:9]([O:11][CH3:12])=[O:10])(C)C.[F-].C([N+](CCCC)(CCCC)CCCC)CCC.CC(O)=O.[N+](=C)=[N-]>C1COCC1.CCOCC.CO>[F:36][C:33]1[CH:32]=[CH:31][C:30]([C:29]2[C:28]3[C:23](=[CH:24][CH:25]=[CH:26][CH:27]=3)[N:22]=[C:21]([CH:37]([CH3:39])[CH3:38])[C:20]=2[C:19]#[C:18][P:14]([O:16][CH3:17])([CH2:13][C@@H:7]([OH:6])[CH2:8][C:9]([O:11][CH3:12])=[O:10])=[O:15])=[CH:35][CH:34]=1 |f:1.2|. Procedure details: A mixture of (S)-3-[[(1,1-Dimethylethyl)diphenylsilyl]oxy]-4-[[[4-(4-fluorophenyl)-2-(1-methylethyl)-3-quinolinyl]ethynyl]methoxyphosphinyl]butanoic acid, methyl ester (1.041 gm, 1.44 mmol), tetra-n-butylammonium fluoride (1.0M in THF, 5.7 ml, 5.7 mmol), and HOAc (525 mg, 8.73 mmol) in THF (14 ml) was stirred at room temperature for 18 hours. The solution was partitioned between 5% KHSO4 and EtOAc. The layers were shaken and separated and the EtOAc layer was washed again with 5% KHSO4. The poole... Starting materials: C(CCC)S(=O)(=O)O (butane-1-sulphonic acid), CC(=O)N(CCCCCNC(=O)CCC(=O)N(CCCCCNC(=O)CCC(=O)N(CCCCCN)O)O)O (desferrioxamine-B). Yields the product C(CCC)S(=O)(=O)[O-] (butane-1-sulphonate), CC(=O)N(CCCCCNC(=O)CCC(=O)N(CCCCCNC(=O)CCC(=O)N(CCCCCN)O)O)O (desferrioxamine-B). RXN SMILES: [CH2:1]([S:5]([OH:8])(=[O:7])=[O:6])[CH2:2][CH2:3][CH3:4].[CH3:9][C:10]([N:12]([OH:47])[CH2:13][CH2:14][CH2:15][CH2:16][CH2:17][NH:18][C:19]([CH2:21][CH2:22][C:23]([N:25]([OH:46])[CH2:26][CH2:27][CH2:28][CH2:29][CH2:30][NH:31][C:32]([CH2:34][CH2:35][C:36]([N:38]([OH:45])[CH2:39][CH2:40][CH2:41][CH2:42][CH2:43][NH2:44])=[O:37])=[O:33])=[O:24])=[O:20])=[O:11]>>[CH2:1]([S:5]([O-:8])(=[O:7])=[O:6])[CH2:2][CH2:3][CH3:4].[CH3:9][C:10]([N:12]([OH:47])[CH2:13][CH2:14][CH2:15][CH2:16][CH2:17][NH:18][C:19]([CH2:21][CH2:22][C:23]([N:25]([OH:46])[CH2:26][CH2:27][CH2:28][CH2:29][CH2:30][NH:31][C:32]([CH2:34][CH2:35][C:36]([N:38]([OH:45])[CH2:39][CH2:40][CH2:41][CH2:42][CH2:43][NH2:44])=[O:37])=[O:33])=[O:24])=[O:20])=[O:11]. Procedure details: Following a procedure analogous to that of Example 1, butane-1-sulphonic acid and desferrioxamine-B are reacted to give the butane-1-sulphonate salt of desferrioxamine-B. Reactants: Cc1oc2ccccc2c1C, ClCCl, O, O=S(Cl)Cl, c1ccncc1. The product is Cc1oc2cc(CCl)ccc2c1C. As a reaction SMILES: [CH3:5][c:6]1[o:7][c:8]2[c:9]([c:10]1[CH3:11])[cH:12][cH:13][cH:14][cH:15]2.[Cl:23][CH2:24][Cl:25].[OH2:22].[S:1]([Cl:2])([Cl:3])=[O:4].[cH:16]1[cH:17][cH:18][n:19][cH:20][cH:21]1>>[CH3:5][c:6]1[o:7][c:8]2[c:9]([c:10]1[CH3:11])[cH:12][cH:13][c:14]([CH2:24][Cl:23])[cH:15]2. Reactants: [BH4-], [BH4-], CC(C)(C)OC(=O)NC1CSCC(Cc2ccc([N+](=O)[O-])c(F)c2)C1=O, C1CCOC1, CCO, [Ca+2], [K+], O=S(=O)([O-])O. Product: CC(C)(C)OC(=O)NC1CSCC(Cc2ccc([N+](=O)[O-])c(F)c2)C1O. RXN SMILES: [BH4-:1].[BH4-:3].[C:4]([CH3:5])([CH3:6])([CH3:7])[O:8][C:9]([NH:10][CH:11]1[CH2:12][S:13][CH2:14][CH:15]([CH2:18][c:19]2[cH:20][c:21]([F:28])[c:22]([N+:25](=[O:26])[O-:27])[cH:23][cH:24]2)[C:16]1=[O:17])=[O:29].[CH2:39]1[O:40][CH2:41][CH2:42][CH2:43]1.[CH3:36][CH2:37][OH:38].[Ca+2:2].[K+:35].[S:30](=[O:31])(=[O:32])([OH:33])[O-:34]>>[C:4]([CH3:5])([CH3:6])([CH3:7])[O:8][C:9]([NH:10][CH:11]1[CH2:12][S:13][CH2:14][CH:15]([CH2:18][c:19]2[cH:20][c:21]([F:28])[c:22]([N+:25](=[O:26])[O-:27])[cH:23][cH:24]2)[CH:16]1[OH:17])=[O:29]. Reactants: CSC(CSC(C)=O)C(=O)O, COC1(OC)CNC(C(=O)O)C1, [Cl-]. Product: COC1(OC)CC(C(=O)O)N(C(=O)C(CSC(C)=O)SC)C1. As a reaction SMILES: [C:14]([CH3:15])(=[O:16])[S:17][CH2:18][CH:19]([C:20](=[O:21])[OH:22])[S:23][CH3:24].[CH3:1][O:2][C:3]1([O:11][CH3:12])[CH2:4][CH:5]([C:8](=[O:9])[OH:10])[NH:6][CH2:7]1.[Cl-:13]>>[CH3:1][O:2][C:3]1([O:11][CH3:12])[CH2:4][CH:5]([C:8](=[O:9])[OH:10])[N:6]([C:20]([CH:19]([CH2:18][S:17][C:14]([CH3:15])=[O:16])[S:23][CH3:24])=[O:21])[CH2:7]1. Reactants: S=P12SP3(=S)SP(=S)(S1)SP(=S)(S2)S3, O=c1[nH]c(=O)n(CCCN2CCN(C(c3ccccc3)c3ccccc3)CC2)c2ccccc12, c1ccncc1. Yields the product O=c1[nH]c(=S)c2ccccc2n1CCCN1CCN(C(c2ccccc2)c2ccccc2)CC1. RXN SMILES: [P:35]12(=[S:36])[S:37][P:38]3(=[S:48])[S:39][P:40](=[S:46])([S:41][P:42](=[S:45])([S:43]3)[S:44]1)[S:47]2.[c:1]1([CH:7]([N:8]2[CH2:9][CH2:10][N:11]([CH2:14][CH2:15][CH2:16][n:17]3[c:18](=[O:28])[nH:19][c:20](=[O:27])[c:21]4[cH:22][cH:23][cH:24][cH:25][c:26]34)[CH2:12][CH2:13]2)[c:29]2[cH:30][cH:31][cH:32][cH:33][cH:34]2)[cH:2][cH:3][cH:4][cH:5][cH:6]1.[cH:49]1[cH:50][cH:51][n:52][cH:53][cH:54]1>>[c:1]1([CH:7]([N:8]2[CH2:9][CH2:10][N:11]([CH2:14][CH2:15][CH2:16][n:17]3[c:18](=[O:28])[nH:19][c:20](=[S:36])[c:21]4[cH:22][cH:23][cH:24][cH:25][c:26]34)[CH2:12][CH2:13]2)[c:29]2[cH:30][cH:31][cH:32][cH:33][cH:34]2)[cH:2][cH:3][cH:4][cH:5][cH:6]1. The product is Cc1[nH]c(C(=O)NC2CCN(C3CNC(C(=O)O)C3)CC2)c(Cl)c1Cl. RXN SMILES: [CH3:30][C:31]#[N:32].[Cl:3][c:4]1[c:5]([C:11](=[O:12])[NH:13][CH:14]2[CH2:15][CH2:16][N:17]([CH:20]3[CH2:21][CH:22]([C:25](=[O:26])[O:27][CH3:28])[NH:23][CH2:24]3)[CH2:18][CH2:19]2)[nH:6][c:7]([CH3:10])[c:8]1[Cl:9].[ClH:29].[Li+:1].[OH-:2].[OH2:33]>>[Cl:3][c:4]1[c:5]([C:11](=[O:12])[NH:13][CH:14]2[CH2:15][CH2:16][N:17]([CH:20]3[CH2:21][CH:22]([C:25](=[O:26])[OH:27])[NH:23][CH2:24]3)[CH2:18][CH2:19]2)[nH:6][c:7]([CH3:10])[c:8]1[Cl:9]. Reactants: CC#N, COC(=O)C1CC(N2CCC(NC(=O)c3[nH]c(C)c(Cl)c3Cl)CC2)CN1, Cl, [Li+], [OH-], O.